Dataset: the Open Reaction Database (ORD), a public repository of structured organic reaction records. Task: describe an organic reaction: reactants, conditions, products, and yield Reactants: C(CC)O (1-propanol), C(Cl)C1CO1 (epichlorohydrin), ion. The product is ClCC(COCCC)O (1-chloro-3propoxy-2-propanol). The yield is 73.7%. Reaction SMILES: [CH2:1]([OH:4])[CH2:2][CH3:3].[CH2:5]([CH:7]1[O:9][CH2:8]1)[Cl:6]>>[Cl:6][CH2:5][CH:7]([OH:9])[CH2:8][O:4][CH2:1][CH2:2][CH3:3]. Reported procedure: A mixture of 300 g 1-propanol (5.0 mol), 231 g epichlorohydrin and 10 g ion exchange resin was refluxed for 22 hours. The reaction mixture was then cooled, filtered and distilled to give 281 g of 1-chloro-3propoxy-2-propanol (74% yield). Reaction of this product with paraformaldehyde (2.8 mol) gave 202 g of product (69% yield) having the following structure: ##STR23##